From a dataset of the Open Reaction Database (ORD), a public repository of structured organic reaction records. describe an organic reaction: reactants, conditions, products, and yield The reactants are CCOC(=O)C(C#N)=C(OC(=O)C(C)(C)C)C(CC)CC, CC#N, N. Yields the product CCOC(=O)C(C#N)=C(N)C(CC)CC. RXN SMILES: [C:1](#[N:2])[C:3]([C:4](=[O:5])[O:6][CH2:7][CH3:8])=[C:9]([CH:10]([CH2:11][CH3:12])[CH2:13][CH3:14])[O:15][C:16](=[O:17])[C:18]([CH3:19])([CH3:20])[CH3:21].[CH3:23][C:24]#[N:25].[NH3:22]>>[C:1](#[N:2])[C:3]([C:4](=[O:5])[O:6][CH2:7][CH3:8])=[C:9]([CH:10]([CH2:11][CH3:12])[CH2:13][CH3:14])[NH2:22]. Reactants: CN1CCNCC1 (N-methylpiperazine), BrC=1C=C2C(=C(C=NC2=CC1)[N+](=O)[O-])NC1=C(C=C(C=C1)F)Cl ((6-bromo-3-nitro-quinolin-4-yl)-(2-chloro-4-fluoro-phenyl)-amine). Run in CS(=O)C (DMSO). Reaction conditions: temperature 180 celsius. Yields the product BrC=1C=C2C(=C(C=NC2=CC1)[N+](=O)[O-])NC1=C(C=C(C=C1)N1CCN(CC1)C)Cl ((6-Bromo-3-nitro-quinolin-4-yl)-[2-chloro-4-(4-methyl-piperazin-1-yl)-phenyl]-amine). RXN SMILES: [CH3:1][N:2]1[CH2:7][CH2:6][NH:5][CH2:4][CH2:3]1.[Br:8][C:9]1[CH:10]=[C:11]2[C:16](=[CH:17][CH:18]=1)[N:15]=[CH:14][C:13]([N+:19]([O-:21])=[O:20])=[C:12]2[NH:22][C:23]1[CH:28]=[CH:27][C:26](F)=[CH:25][C:24]=1[Cl:30]>CS(C)=O>[Br:8][C:9]1[CH:10]=[C:11]2[C:16](=[CH:17][CH:18]=1)[N:15]=[CH:14][C:13]([N+:19]([O-:21])=[O:20])=[C:12]2[NH:22][C:23]1[CH:28]=[CH:27][C:26]([N:5]2[CH2:6][CH2:7][N:2]([CH3:1])[CH2:3][CH2:4]2)=[CH:25][C:24]=1[Cl:30]. Reported procedure: 5 ml of N-methylpiperazine are added to a solution of 600 mg (1.5 mmol) of (6-bromo-3-nitro-quinolin-4-yl)-(2-chloro-4-fluoro-phenyl)-amine (Example 63b) in 2 ml of DMSO. The reaction is heated at 180° C. for 1 h in a microwave oven (Emrys Optimizer, Personal Chemistry). After this time, the solution is concentrated to dryness and the crude compound is purified by preparative MPLC. Title compound: ES-MS: 476.3, 478.3, 480.3 (M+H)+; analytical HPLC: tret=4.28 minutes (Grad 2). The reactants are BrCC=1C=CC(=C(C1)CCO)F (2-(5-(Bromomethyl)-2-fluorophenyl)ethanol), FC(C(=O)O)(F)F.C(C)(C)C=1SC=C(N1)C(=O)N1CCOC2(C1)CCNCC2 ((2-Isopropylthiazol-4-yl)(1-oxa-4,9-diazaspiro[5.5]undecan-4-yl)methanone trifluoroacetate), C([O-])([O-])=O.[K+].[K+] (potassium carbonate). Solvent: C(C)O (ethanol). Conditions: time 8 hour. Product: FC1=C(C=C(CN2CCC3(CN(CCO3)C(=O)C=3N=C(SC3)C(C)C)CC2)C=C1)CCO ((9-(4-Fluoro-3-(2-hydroxyethyl)benzyl)-1-oxa-4,9-diazaspiro[5.5]undecan-4-yl)(2-isopropylthiazol-4-yl)methanone). RXN SMILES: Br[CH2:2][C:3]1[CH:4]=[CH:5][C:6]([F:12])=[C:7]([CH2:9][CH2:10][OH:11])[CH:8]=1.FC(F)(F)C(O)=O.[CH:20]([C:23]1[S:24][CH:25]=[C:26]([C:28]([N:30]2[CH2:35][C:34]3([CH2:40][CH2:39][NH:38][CH2:37][CH2:36]3)[O:33][CH2:32][CH2:31]2)=[O:29])[N:27]=1)([CH3:22])[CH3:21].C(=O)([O-])[O-].[K+].[K+]>C(O)C>[F:12][C:6]1[CH:5]=[CH:4][C:3]([CH2:2][N:38]2[CH2:39][CH2:40][C:34]3([O:33][CH2:32][CH2:31][N:30]([C:28]([C:26]4[N:27]=[C:23]([CH:20]([CH3:21])[CH3:22])[S:24][CH:25]=4)=[O:29])[CH2:35]3)[CH2:36][CH2:37]2)=[CH:8][C:7]=1[CH2:9][CH2:10][OH:11] |f:1.2,3.4.5|. Procedure details: 2-(5-(Bromomethyl)-2-fluorophenyl)ethanol (example 47A, step a) (5.2 g) was added to a suspension of (2-isopropylthiazol-4-yl)(1-oxa-4,9-diazaspiro[5.5]undecan-4-yl)methanone trifluoroacetate (example 22, step b) (9.4 g) and potassium carbonate (6.8 g) in ethanol (75 mL). The resulting mixture was stirred overnight and filtered. The filter cake was washed with ethanol (50 mL) and the combined filtrate and washings were evaporated. The residue was partioned between water (100 mL) and ethyl acetat...